Task: describe an organic reaction: reactants, conditions, products, and yield. Dataset: the Open Reaction Database (ORD), a public repository of structured organic reaction records The reactants are ClC=1N=C(C2=C(N1)C(=CS2)C2=CN=CS2)N2CCOCC2 (2-Chloro-4-morpholin-4-yl-7-thiazol-5-yl-thieno[3,2-d]pyrimidine), CC1(OB(OC1(C)C)C=1C=C2C(=NC1)NC=C2)C (5-(4,4,5,5-tetramethyl-[1.3.2]dioxaborolan-2-yl)-1H-pyrrolo[2,3-b]pyridine). The product is O1CCN(CC1)C=1C2=C(N=C(N1)C=1C=C3C(=NC1)NC=C3)C(=CS2)C2=CN=CS2 (4-morpholino-2-(1H-pyrrolo[2,3-b]pyridin-5-yl)-7-(thiazol-5-yl)thieno[3,2-d]pyrimidine). Reaction SMILES: Cl[C:2]1[N:3]=[C:4]([N:16]2[CH2:21][CH2:20][O:19][CH2:18][CH2:17]2)[C:5]2[S:10][CH:9]=[C:8]([C:11]3[S:15][CH:14]=[N:13][CH:12]=3)[C:6]=2[N:7]=1.CC1(C)C(C)(C)OB([C:30]2[CH:31]=[C:32]3[CH:38]=[CH:37][NH:36][C:33]3=[N:34][CH:35]=2)O1>>[O:19]1[CH2:20][CH2:21][N:16]([C:4]2[C:5]3[S:10][CH:9]=[C:8]([C:11]4[S:15][CH:14]=[N:13][CH:12]=4)[C:6]=3[N:7]=[C:2]([C:30]3[CH:31]=[C:32]4[CH:38]=[CH:37][NH:36][C:33]4=[N:34][CH:35]=3)[N:3]=2)[CH2:17][CH2:18]1. Reported procedure: 2-Chloro-4-morpholin-4-yl-7-thiazol-5-yl-thieno[3,2-d]pyrimidine and 5-(4,4,5,5-tetramethyl-[1.3.2]dioxaborolan-2-yl)-1H-pyrrolo[2,3-b]pyridine were reacted according to General Procedure A to give 318. NMR (DMSO, 400 MHz), 3.86 (4H, t, J=4.4), 4.09 (4H, t, J=5.2), 6.61-6.63 (1H, m), 7.54-7.57 (1H, m), 8.78 (2H, s), 9.03 (1H, s), 9.20 (1H, s), 9.44-9.46 (1H, m), 11.88 (1H, s). MS: (ESI+): MH+=421 Reactants: 2-amino, C(#N)CC(=O)O (cyanoacetic acid), SCC=O (mercaptoacetaldehyde), 5-dinitrothiophene, [Na] (sodium), C(C)(=O)OC(C)=O (acetic anhydride). Reaction conditions: temperature 20 celsius. Yields the product C(C)(=O)NC=1SC=CC1C(=O)O (2-acetylaminothiophene-3-carboxylic acid). As a reaction SMILES: [Na].[C:2]([CH2:4][C:5]([OH:7])=[O:6])#[N:3].[SH:8][CH2:9][CH:10]=O.C(O[C:16](=[O:18])[CH3:17])(=O)C>>[C:16]([NH:3][C:2]1[S:8][CH:9]=[CH:10][C:4]=1[C:5]([OH:7])=[O:6])(=[O:18])[CH3:17] |^1:0|. Procedure: The 2-amino-3:5-dinitrothiophene was itself obtained by reacting the sodium salt of cyanoacetic acid with the dimer of mercaptoacetaldehyde in aqueous medium at 80° C, cooling to 20° C, adding acetic anhydride while maintaining the pH at 6-7, acidifying and isolating the 2-acetylaminothiophene-3-carboxylic acid. This was then dinitrated in sulphuric acid medium at 0° C, the resulting 2-acetylamino-3:5-dinitrothiophene being isolated and then deacetylated by heating in an aqueous solution of sulp... Reactants: [Ag+], CC(=O)NC1C(OCc2ccccc2)OC(COCc2ccccc2)C(O)C1OCc1ccccc1, CC(=O)OCC1OC(Cl)C(N2C(=O)c3ccccc3C2=O)C(OC(C)=O)C1OC(C)=O, ClC(Cl)Cl, [Cl-], O=S(=O)([O-])C(F)(F)F, C[N+](=O)[O-], Cc1cc(C)nc(C)c1. As a reaction SMILES: [Ag+:94].[C:1]([CH3:2])(=[O:3])[NH:4][CH:5]1[CH:6]([O:7][CH2:8][c:9]2[cH:10][cH:11][cH:12][cH:13][cH:14]2)[O:15][CH:16]([CH2:28][O:29][CH2:30][c:31]2[cH:32][cH:33][cH:34][cH:35][cH:36]2)[CH:17]([OH:27])[CH:18]1[O:19][CH2:20][c:21]1[cH:22][cH:23][cH:24][cH:25][cH:26]1.[C:46]([CH3:47])(=[O:48])[O:49][CH:50]1[CH:51]([N:66]2[C:67](=[O:76])[c:68]3[c:69]([cH:72][cH:73][cH:74][cH:75]3)[C:70]2=[O:71])[CH:52]([Cl:65])[O:53][CH:54]([CH2:60][O:61][C:62]([CH3:63])=[O:64])[CH:55]1[O:56][C:57]([CH3:58])=[O:59].[CH:82]([Cl:83])([Cl:84])[Cl:85].[Cl-:77].[F:86][C:87]([F:88])([F:89])[S:90]([O-:91])(=[O:92])=[O:93].[N+:78]([CH3:79])([O-:80])=[O:81].[n:37]1[c:38]([CH3:39])[cH:40][c:41]([CH3:42])[cH:43][c:44]1[CH3:45]>>[C:1]([CH3:2])(=[O:3])[NH:4][CH:5]1[CH:6]([O:7][CH2:8][c:9]2[cH:10][cH:11][cH:12][cH:13][cH:14]2)[O:15][CH:16]([CH2:28][O:29][CH2:30][c:31]2[cH:32][cH:33][cH:34][cH:35][cH:36]2)[CH:17]([O:27][CH:52]2[CH:51]([N:66]3[C:67](=[O:76])[c:68]4[c:69]([cH:72][cH:73][cH:74][cH:75]4)[C:70]3=[O:71])[CH:50]([O:49][C:46]([CH3:47])=[O:48])[CH:55]([O:56][C:57]([CH3:58])=[O:59])[CH:54]([CH2:60][O:61][C:62]([CH3:63])=[O:64])[O:53]2)[CH:18]1[O:19][CH2:20][c:21]1[cH:22][cH:23][cH:24][cH:25][cH:26]1. Yields the product CC(=O)NC1C(OCc2ccccc2)OC(COCc2ccccc2)C(OC2OC(COC(C)=O)C(OC(C)=O)C(OC(C)=O)C2N2C(=O)c3ccccc3C2=O)C1OCc1ccccc1. Reaction SMILES: [C:1]([CH3:2])([CH3:3])([CH3:4])[O:5][C:6](=[O:7])[N:8]1[CH2:9][c:10]2[c:11]([s:14][c:15]([C:17](=[O:18])[OH:19])[cH:16]2)[CH2:12][CH2:13]1.[CH2:55]([Cl:56])[Cl:57].[CH3:21][NH:22][O:23][CH3:24].[CH3:44][CH2:45][N:46]=[C:47]=[N:48][CH2:49][CH2:50][CH2:51][N:52]([CH3:53])[CH3:54].[CH:35]([N:36]([CH:37]([CH3:38])[CH3:39])[CH2:40][CH3:41])([CH3:42])[CH3:43].[ClH:20].[OH:25][n:26]1[c:27]2[n:28][cH:29][cH:30][cH:31][c:32]2[n:33][n:34]1>>[C:1]([CH3:2])([CH3:3])([CH3:4])[O:5][C:6](=[O:7])[N:8]1[CH2:9][c:10]2[c:11]([s:14][c:15]([C:17](=[O:19])[N:22]([CH3:21])[O:23][CH3:24])[cH:16]2)[CH2:12][CH2:13]1. Reactants: CC(C)(C)OC(=O)N1CCc2sc(C(=O)O)cc2C1, ClCCl, CNOC, CCN=C=NCCCN(C)C, CCN(C(C)C)C(C)C, Cl, On1nnc2cccnc21. The product is CON(C)C(=O)c1cc2c(s1)CCN(C(=O)OC(C)(C)C)C2. Run in CO (methanol). The product is COC1=CC=C(C=C1)S(=O)(=O)C1(CCN(CC1)CC1=CC(=CC=C1)OC)C(=O)O (4-(4-Methoxy-benzenesulfonyl)1-(3-methoxy-benzyl)-piperidine-4-carboxylic acid). RXN SMILES: C([O:3][C:4]([C:6]1([S:21]([C:24]2[CH:29]=[CH:28][C:27]([O:30][CH3:31])=[CH:26][CH:25]=2)(=[O:23])=[O:22])[CH2:11][CH2:10][N:9]([CH2:12][C:13]2[CH:18]=[CH:17][CH:16]=[C:15]([O:19][CH3:20])[CH:14]=2)[CH2:8][CH2:7]1)=[O:5])C.[OH-].[Na+]>CO>[CH3:31][O:30][C:27]1[CH:26]=[CH:25][C:24]([S:21]([C:6]2([C:4]([OH:5])=[O:3])[CH2:7][CH2:8][N:9]([CH2:12][C:13]3[CH:18]=[CH:17][CH:16]=[C:15]([O:19][CH3:20])[CH:14]=3)[CH2:10][CH2:11]2)(=[O:22])=[O:23])=[CH:29][CH:28]=1 |f:1.2|. Reported procedure: 4-(4-Methoxy-benzenesulfonyl)1-(3-methoxy-benzyl)-piperidine-4-carboxylic acid was prepared starting from 4-(4-Methoxy-benzenesulfonyl)-1-(3-methoxy-benzyl)piperidine-4-carboxylic acid ethyl ester (2.4 g, 5.36 mmol) dissolve in methanol (30 mL), 10 N sodium hydroxide (10 mL), tetrahydrohydrofuran (20 mL). The resulting reaction mixture was worked up as outlined in example 83. Yield 710 mg (32%). white solid mp 199° C., MS: 419.9 (M+H)+. The reactants are C(C)OC(=O)C1(CCN(CC1)CC1=CC(=CC=C1)OC)S(=O)(=O)C1=CC=C(C=C1)OC (4-(4-Methoxy-benzenesulfonyl)-1-(3-methoxy-benzyl)piperidine-4-carboxylic acid ethyl ester), [OH-].[Na+] (sodium hydroxide), solid. Starting materials: CO, Nc1cc2c(cc1[N+](=O)[O-])CCC2, CN(C)CCNc1nc2cc3c(cc2[n+]([O-])n1)CCCC3. The product is CN(C)CCNc1n[n+]([O-])c2cc3c(cc2[n+]1[O-])CCCC3. RXN SMILES: [CH3:35][OH:36].[N+:22](=[O:23])([c:24]1[cH:25][c:26]2[c:27]([cH:31][c:32]1[NH2:33])[CH2:28][CH2:29][CH2:30]2)[O-:34].[O-:1][n+:2]1[n:3][c:4]([NH:16][CH2:17][CH2:18][N:19]([CH3:20])[CH3:21])[n:5][c:6]2[c:7]1[cH:8][c:9]1[c:14]([cH:15]2)[CH2:13][CH2:12][CH2:11][CH2:10]1>>[O-:1][n+:2]1[n:3][c:4]([NH:16][CH2:17][CH2:18][N:19]([CH3:20])[CH3:21])[n+:5]([O-:23])[c:6]2[c:7]1[cH:8][c:9]1[c:14]([cH:15]2)[CH2:13][CH2:12][CH2:11][CH2:10]1. Starting materials: BrCCBr, CCO, COC(=O)C(Cc1ccc(O)cc1)Nc1ccccc1C(=O)c1cccnc1, [K+], [OH-]. The product is COC(=O)C(Cc1ccc(OCCBr)cc1)Nc1ccccc1C(=O)c1cccnc1. Reaction SMILES: [Br:31][CH2:32][CH2:33][Br:34].[CH3:35][CH2:36][OH:37].[CH3:3][O:4][C:5]([CH:6]([CH2:7][c:8]1[cH:9][cH:10][c:11]([OH:14])[cH:12][cH:13]1)[NH:15][c:16]1[c:17]([C:22]([c:23]2[cH:24][n:25][cH:26][cH:27][cH:28]2)=[O:29])[cH:18][cH:19][cH:20][cH:21]1)=[O:30].[K+:2].[OH-:1]>>[CH3:3][O:4][C:5]([CH:6]([CH2:7][c:8]1[cH:9][cH:10][c:11]([O:14][CH2:33][CH2:32][Br:31])[cH:12][cH:13]1)[NH:15][c:16]1[c:17]([C:22]([c:23]2[cH:24][n:25][cH:26][cH:27][cH:28]2)=[O:29])[cH:18][cH:19][cH:20][cH:21]1)=[O:30].